Dataset: the Open Reaction Database (ORD), a public repository of structured organic reaction records. Task: describe an organic reaction: reactants, conditions, products, and yield Product: C1(CC1)C1=NOC(=N1)C(=O)[C@H](CC)NC(=O)[C@H](CC(C)(F)F)NC(=O)N1CCOCCC1 (Perhydro-1,4-oxazepine-4-carboxylic acid {(S)-1-[(S)-1-(3-cyclopropyl-1,2,4-oxadiazole-5-carbonyl)-propylcarbamoyl]-3,3-difluoro-butyl}-amide). Reaction SMILES: [CH:1]1([C:4]2[N:8]=[C:7]([CH:9]([OH:32])[C@@H:10]([NH:13][C:14]([C@@H:16]([NH:22][C:23]([N:25]3[CH2:31][CH2:30][CH2:29][O:28][CH2:27][CH2:26]3)=[O:24])[CH2:17][C:18]([F:21])([F:20])[CH3:19])=[O:15])[CH2:11][CH3:12])[O:6][N:5]=2)[CH2:3][CH2:2]1.CC(OI1(OC(C)=O)(OC(C)=O)OC(=O)C2C=CC=CC1=2)=O>ClCCl>[CH:1]1([C:4]2[N:8]=[C:7]([C:9]([C@@H:10]([NH:13][C:14]([C@@H:16]([NH:22][C:23]([N:25]3[CH2:31][CH2:30][CH2:29][O:28][CH2:27][CH2:26]3)=[O:24])[CH2:17][C:18]([F:21])([F:20])[CH3:19])=[O:15])[CH2:11][CH3:12])=[O:32])[O:6][N:5]=2)[CH2:2][CH2:3]1. The solvent is ClCCl (dichloromethane), ClCCl (dichloromethane). Reported procedure: To a solution of Perhydro-1,4-oxazepine-4-carboxylic acid ((S)-1-{(S)-1-[(3-cyclopropyl-1,2,4-oxadiazol-5-yl)-hydroxy-methyl]-propylcarbamoyl}-3,3-difluoro-butyl)-amide (110 mg, 0.24 mmol) in dry dichloromethane (20 mL) under N2 is added Dess-Martin periodinane (143 mg, 0.34 mmol). The reaction is stirred at RT for 2 hr, and then dichloromethane (20 mL) is added. The reaction is quenched with a solution of Na2S2O3 (0.26M, 2 mL) and washed with saturated NaHCO3 (20 mL). The aqueous layer is extra... Reaction conditions: time 2 hour. Starting materials: C1(CC1)C1=NOC(=N1)C([C@H](CC)NC(=O)[C@H](CC(C)(F)F)NC(=O)N1CCOCCC1)O (Perhydro-1,4-oxazepine-4-carboxylic acid ((S)-1-{(S)-1-[(3-cyclopropyl-1,2,4-oxadiazol-5-yl)-hydroxy-methyl]-propylcarbamoyl}-3,3-difluoro-butyl)-amide), CC(=O)OI1(C=2C=CC=CC2C(=O)O1)(OC(=O)C)OC(=O)C (Dess-Martin periodinane). The yield is 74.7%.